Dataset: the Open Reaction Database (ORD), a public repository of structured organic reaction records. Task: describe an organic reaction: reactants, conditions, products, and yield The reactants are C(C1=CC=CC=C1)O (benzylalcohol), solution, C[Si](C)(C)[N-][Si](C)(C)C.[Na+] (sodium bis(trimethylsilyl)amide), ClC1=CC=C(C=N1)C(=O)N1CC=2N(CC3=C1C=CC=C3)C(=CC2)C(=O)NCC=2C=NC=CC2 (10-[(6-CHLOROPYRIDIN-3-YL)CARBONYL]-N-(PYRIDIN-3-YLMETHYL)-10,11-DIHYDRO-5H-PYRROLO[2,1-C][1,4]BENZODIAZEPINE-3-CARBOXAMIDE). Solvent: O1CCCC1 (tetrahydrofuran), O1CCCC1 (tetrahydrofuran), O1CCCC1 (tetrahydrofuran). Conditions: temperature 0 celsius, time 20 minute. The product is C(C1=CC=CC=C1)OC1=CC=C(C=N1)C(=O)N1CC=2N(CC3=C1C=CC=C3)C(=CC2)C(=O)NCC=2C=NC=CC2 (10-{[6-(BENZYLOXY)PYRIDIN-3-YL]CARBONYL}-N-(PYRIDIN-3-YLMETHYL)-10,11-DIHYDRO-5H-PYRROLO[2,1-C][1,4]BENZODIAZEPINE-3-CARBOXAMIDE). The yield is 29.3%. Reaction SMILES: [CH2:1]([OH:8])[C:2]1[CH:7]=[CH:6][CH:5]=[CH:4][CH:3]=1.C[Si]([N-][Si](C)(C)C)(C)C.[Na+].Cl[C:20]1[N:25]=[CH:24][C:23]([C:26]([N:28]2[C:34]3[CH:35]=[CH:36][CH:37]=[CH:38][C:33]=3[CH2:32][N:31]3[C:39]([C:42]([NH:44][CH2:45][C:46]4[CH:47]=[N:48][CH:49]=[CH:50][CH:51]=4)=[O:43])=[CH:40][CH:41]=[C:30]3[CH2:29]2)=[O:27])=[CH:22][CH:21]=1>O1CCCC1>[CH2:1]([O:8][C:20]1[N:25]=[CH:24][C:23]([C:26]([N:28]2[C:34]3[CH:35]=[CH:36][CH:37]=[CH:38][C:33]=3[CH2:32][N:31]3[C:39]([C:42]([NH:44][CH2:45][C:46]4[CH:47]=[N:48][CH:49]=[CH:50][CH:51]=4)=[O:43])=[CH:40][CH:41]=[C:30]3[CH2:29]2)=[O:27])=[CH:22][CH:21]=1)[C:2]1[CH:7]=[CH:6][CH:5]=[CH:4][CH:3]=1 |f:1.2|. Reported procedure: To a solution of benzylalcohol (0.025 mL, 0.241 mmol) in dry tetrahydrofuran (5 mL) at 0° C. under nitrogen was added a 1.0 M solution of sodium bis(trimethylsilyl)amide in tetrahydrofuran (0.26 mL, 0.26 mmol) and the reaction mixture stirred at 0° C. for 20 minutes. A solution of 10-[(6-chloropyridin-3-yl)carbonyl]-N-(pyridin-3-ylmethyl)-10,11-dihydro-5H-pyrrolo[2,1-c][1,4]benzodiazepine-3-carboxamide of Example 117 (0.100 g, 0.219 mmol) in dry tetrahydrofuran (5 mL) was added and the reaction ... Yields the product NC1=CC(=NC(=C1C#N)OC(C)C)C(=O)NCC1CCN(CC1)CC1=CN=C(S1)C1=C(C=CC=C1)F (4-Amino-5-cyano-N-((1-((2-(2-fluorophenyl)thiazol-5-yl)methyl)piperidin-4-yl)methyl)-6-isopropoxypicolinamide). Reactants: NC1=CC(=NC(=C1C#N)Cl)C(=O)NCC1CCN(CC1)CC1=CN=C(S1)C1=C(C=CC=C1)F (4-Amino-6-chloro-5-cyano-N-((1-((2-(2-fluorophenyl)thiazol-5-yl)methyl)piperidin-4-yl)methyl)picolinamide), C(C)(C)O (isopropanol). Procedure details: According to the same procedure described in Example 204, using the compound prepared in Example 393 instead of the compound prepared in Example 215 and isopropanol instead of 1-cyclopropylethanol, the title compound having the following physical data was obtained. As a reaction SMILES: [NH2:1][C:2]1[C:7]([C:8]#[N:9])=[C:6](Cl)[N:5]=[C:4]([C:11]([NH:13][CH2:14][CH:15]2[CH2:20][CH2:19][N:18]([CH2:21][C:22]3[S:26][C:25]([C:27]4[CH:32]=[CH:31][CH:30]=[CH:29][C:28]=4[F:33])=[N:24][CH:23]=3)[CH2:17][CH2:16]2)=[O:12])[CH:3]=1.[CH:34]([OH:37])([CH3:36])[CH3:35]>>[NH2:1][C:2]1[C:7]([C:8]#[N:9])=[C:6]([O:37][CH:34]([CH3:36])[CH3:35])[N:5]=[C:4]([C:11]([NH:13][CH2:14][CH:15]2[CH2:20][CH2:19][N:18]([CH2:21][C:22]3[S:26][C:25]([C:27]4[CH:32]=[CH:31][CH:30]=[CH:29][C:28]=4[F:33])=[N:24][CH:23]=3)[CH2:17][CH2:16]2)=[O:12])[CH:3]=1. The reactants are ClCCl, CC1(C)CC(=O)CC(=O)C1F, O=C(Cl)c1ccc(C(F)(F)F)cc1[N+](=O)[O-], c1ccncc1. Yields the product CC1(C)CC(OC(=O)c2ccc(C(F)(F)F)cc2[N+](=O)[O-])=CC(=O)C1F. As a reaction SMILES: [CH2:34]([Cl:35])[Cl:36].[CH3:1][C:2]1([CH3:11])[CH:3]([F:10])[C:4](=[O:9])[CH2:5][C:6](=[O:8])[CH2:7]1.[N+:18](=[O:19])([O-:20])[c:21]1[c:22]([C:23](=[O:24])[Cl:25])[cH:26][cH:27][c:28]([C:30]([F:31])([F:32])[F:33])[cH:29]1.[cH:12]1[cH:13][cH:14][n:15][cH:16][cH:17]1>>[CH3:1][C:2]1([CH3:11])[CH:3]([F:10])[C:4](=[O:9])[CH:5]=[C:6]([O:8][C:23]([c:22]2[c:21]([N+:18](=[O:19])[O-:20])[cH:29][c:28]([C:30]([F:31])([F:32])[F:33])[cH:27][cH:26]2)=[O:24])[CH2:7]1.